This data is from the Open Reaction Database (ORD), a public repository of structured organic reaction records. The task is: describe an organic reaction: reactants, conditions, products, and yield The reactants are C(=O)OCCOC(=O)N1C(SCCC1)=C[N+](=O)[O-] (3-(2-Formyloxyethoxycarbonyl)-2-nitromethylene-tetrahydro-2H-1,3-thiazine). Run in ClCCl.CO (dichloro methane methanol). Yields the product OCCOC(=O)N1C(SCCC1)=C[N+](=O)[O-] (3-(2-Hydroxyethoxycarbonyl)-2-nitromethylene-tetrahydro-2H-1,3-thiazine). Isolated yield 61.2%. Reaction SMILES: C([O:3][CH2:4][CH2:5][O:6][C:7]([N:9]1[CH2:14][CH2:13][CH2:12][S:11][C:10]1=[CH:15][N+:16]([O-:18])=[O:17])=[O:8])=O>ClCCl.CO>[OH:3][CH2:4][CH2:5][O:6][C:7]([N:9]1[CH2:14][CH2:13][CH2:12][S:11][C:10]1=[CH:15][N+:16]([O-:18])=[O:17])=[O:8] |f:1.2|. Reported procedure: The compound of Example 3 (2 g) was passed down a column of neutral alumina (200 g) using a dichloro methane/methanol mixture (95/5, v/v) as eluent at a flow rate of approximately 35 ml per minute. The eluted material was concentrated and purified by column chromatography on silica to afford the title compound (1.1 g) and recovered starting material (600 g). Melting point of the product was 59°-62° C. The reactants are COc1ccc(COc2ccccc2-c2cc(-c3ccc(N(C)C)c(NC(=O)CCl)c3)c(C#N)c(N)n2)cc1, NCC1CC1, CN(C)C=O. The product is COc1ccc(COc2ccccc2-c2cc(-c3ccc(N(C)C)c(NC(=O)CNCC4CC4)c3)c(C#N)c(N)n2)cc1. RXN SMILES: [NH2:1][c:2]1[n:3][c:4](-[c:24]2[c:25]([O:30][CH2:31][c:32]3[cH:33][cH:34][c:35]([O:38][CH3:39])[cH:36][cH:37]3)[cH:26][cH:27][cH:28][cH:29]2)[cH:5][c:6](-[c:10]2[cH:11][cH:12][c:13]([N:21]([CH3:22])[CH3:23])[c:14]([NH:16][C:17]([CH2:18][Cl:19])=[O:20])[cH:15]2)[c:7]1[C:8]#[N:9].[NH2:40][CH2:41][CH:42]1[CH2:43][CH2:44]1.[O:45]=[CH:46][N:47]([CH3:48])[CH3:49]>>[NH2:1][c:2]1[n:3][c:4](-[c:24]2[c:25]([O:30][CH2:31][c:32]3[cH:33][cH:34][c:35]([O:38][CH3:39])[cH:36][cH:37]3)[cH:26][cH:27][cH:28][cH:29]2)[cH:5][c:6](-[c:10]2[cH:11][cH:12][c:13]([N:21]([CH3:22])[CH3:23])[c:14]([NH:16][C:17]([CH2:18][NH:40][CH2:41][CH:42]3[CH2:43][CH2:44]3)=[O:20])[cH:15]2)[c:7]1[C:8]#[N:9].